From a dataset of the Open Reaction Database (ORD), a public repository of structured organic reaction records. describe an organic reaction: reactants, conditions, products, and yield Reactants: O=C1CCN(Cc2ccccc2)CC1, C1CCOC1, C[Si](C)(C)[N-][Si](C)(C)C, CCI, [Li+]. The product is CCC1CN(Cc2ccccc2)CCC1=O. RXN SMILES: [CH2:1]([c:2]1[cH:3][cH:4][cH:5][cH:6][cH:7]1)[N:8]1[CH2:9][CH2:10][C:11](=[O:14])[CH2:12][CH2:13]1.[CH2:28]1[O:29][CH2:30][CH2:31][CH2:32]1.[CH3:15][Si:16]([CH3:17])([CH3:18])[N-:19][Si:20]([CH3:21])([CH3:22])[CH3:23].[I:25][CH2:26][CH3:27].[Li+:24]>>[CH2:1]([c:2]1[cH:3][cH:4][cH:5][cH:6][cH:7]1)[N:8]1[CH2:9][CH:10]([CH2:26][CH3:27])[C:11](=[O:14])[CH2:12][CH2:13]1. Reactants: O=C([O-])[O-], CC(C)(C)C(=O)OCC1OC(Br)C(OC(=O)C(C)(C)C)C(OC(=O)C(C)(C)C)C1OC(=O)C(C)(C)C, CC(C)c1c(Cc2ccccc2)c(=O)[nH]n1C=O, CC#N, [K+], [K+]. Product: CC(C)c1c(Cc2ccccc2)c(OC2OC(COC(=O)C(C)(C)C)C(OC(=O)C(C)(C)C)C(OC(=O)C(C)(C)C)C2OC(=O)C(C)(C)C)nn1C=O. RXN SMILES: [C:19](=[O:20])([O-:21])[O-:22].[C:25]([C:26]([CH3:27])([CH3:28])[CH3:29])(=[O:30])[O:31][CH:32]1[CH:33]([Br:60])[O:34][CH:35]([CH2:52][O:53][C:54]([C:55]([CH3:56])([CH3:57])[CH3:58])=[O:59])[CH:36]([O:45][C:46]([C:47]([CH3:48])([CH3:49])[CH3:50])=[O:51])[CH:37]1[O:38][C:39]([C:40]([CH3:41])([CH3:42])[CH3:43])=[O:44].[CH2:1]([c:2]1[cH:3][cH:4][cH:5][cH:6][cH:7]1)[c:8]1[c:9](=[O:18])[nH:10][n:11]([CH:16]=[O:17])[c:12]1[CH:13]([CH3:14])[CH3:15].[CH3:61][C:62]#[N:63].[K+:23].[K+:24]>>[CH2:1]([c:2]1[cH:3][cH:4][cH:5][cH:6][cH:7]1)[c:8]1[c:9]([O:18][CH:33]2[CH:32]([O:31][C:25]([C:26]([CH3:27])([CH3:28])[CH3:29])=[O:30])[CH:37]([O:38][C:39]([C:40]([CH3:41])([CH3:42])[CH3:43])=[O:44])[CH:36]([O:45][C:46]([C:47]([CH3:48])([CH3:49])[CH3:50])=[O:51])[CH:35]([CH2:52][O:53][C:54]([C:55]([CH3:56])([CH3:57])[CH3:58])=[O:59])[O:34]2)[n:10][n:11]([CH:16]=[O:17])[c:12]1[CH:13]([CH3:14])[CH3:15]. Starting materials: C(C)(C)N1CCC(CC1)OC1=CC=2C=C3N(C2C=C1)[C@@H](CNC3=O)C ((R)-8-(1-Isopropyl-piperidin-4-yloxy)-4-methyl-3,4-dihydro-2H-pyrazino[1,2-a]indol-1-one), C(C)Br (ethyl bromide), [H-].[Na+] (sodium hydride). The product is C(C)N1C(C=2N(C=3C=CC(=CC3C2)OC2CCN(CC2)C(C)C)[C@@H](C1)C)=O ((R)-2-Ethyl-8-(1-isopropyl-piperidin-4-yloxy)-4-methyl-3,4-dihydro-2H-pyrazino[1,2-a]indol-1-one). Isolated yield 76.0%. Reaction SMILES: [CH:1]([N:4]1[CH2:9][CH2:8][CH:7]([O:10][C:11]2[CH:19]=[CH:18][C:17]3[N:16]4[C@H:20]([CH3:25])[CH2:21][NH:22][C:23](=[O:24])[C:15]4=[CH:14][C:13]=3[CH:12]=2)[CH2:6][CH2:5]1)([CH3:3])[CH3:2].[CH2:26](Br)[CH3:27].[H-].[Na+]>>[CH2:26]([N:22]1[CH2:21][C@@H:20]([CH3:25])[N:16]2[C:17]3[CH:18]=[CH:19][C:11]([O:10][CH:7]4[CH2:8][CH2:9][N:4]([CH:1]([CH3:3])[CH3:2])[CH2:5][CH2:6]4)=[CH:12][C:13]=3[CH:14]=[C:15]2[C:23]1=[O:24])[CH3:27] |f:2.3|. Reported procedure: The title compound was synthesized in analogy to example 17, from (R)-8-(1-isopropyl-piperidin-4-yloxy)-4-methyl-3,4-dihydro-2H-pyrazino[1,2-a]indol-1-one (example 8), ethyl bromide and sodium hydride, to give the desired product as a colorless oil (76%). The reactants are CC(=O)O, FC(F)C(F)(F)c1nc(Cl)c2ccccc2n1, [K+], N#C[S-]. Yields the product N#CSc1nc(C(F)(F)C(F)F)nc2ccccc12. Reaction SMILES: [CH3:22][C:23](=[O:24])[OH:25].[Cl:1][c:2]1[n:3][c:4]([C:12]([CH:13]([F:14])[F:15])([F:16])[F:17])[n:5][c:6]2[cH:7][cH:8][cH:9][cH:10][c:11]12.[K+:21].[S-:18][C:19]#[N:20]>>[c:2]1([S:18][C:19]#[N:20])[n:3][c:4]([C:12]([CH:13]([F:14])[F:15])([F:16])[F:17])[n:5][c:6]2[cH:7][cH:8][cH:9][cH:10][c:11]12. Starting materials: O[C@H]1[C@H](C(O[C@H]1[C@@H](C=C)O)=O)OC ((3R,4R,5S)-4-hydroxy-5-[(1R)-1-hydroxyprop-2-en-1-yl]-3-methoxydihydrofuran-2(3H)-one), BrC1=C(C=C)C=CC=C1 (2-bromostyrene), C1CCOC1 (THF), 2nd. Reagents/catalysts: Cl[Ru](Cl)([P](C1CCCCC1)(C2CCCCC2)C3CCCCC3)([P](C4CCCCC4)(C5CCCCC5)C6CCCCC6)=CC7=CC=CC=C7 (Grubb's catalyst). Solvent: C(Cl)Cl (CH2Cl2). Reaction conditions: time 24 hour. Product: BrC1=C(C=CC=C1)/C=C/[C@@H](O)[C@H]1[C@H]([C@H](C(O1)=O)OC)O ((3R,4R,5S)-5-[(1R,2E)-3-(2-bromophenyl)-1-hydroxyprop-2-en-1-yl]-4-hydroxy-3-methoxydihydrofuran-2(3H)-one). Isolated yield 26.0%. RXN SMILES: [OH:1][C@@H:2]1[C@H:6]([C@H:7]([OH:10])[CH:8]=[CH2:9])[O:5][C:4](=[O:11])[C@@H:3]1[O:12][CH3:13].[Br:14][C:15]1[CH:22]=[CH:21][CH:20]=[CH:19][C:16]=1C=C.C1COCC1>Cl[Ru](=CC1C=CC=CC=1)([P](C1CCCCC1)(C1CCCCC1)C1CCCCC1)([P](C1CCCCC1)(C1CCCCC1)C1CCCCC1)Cl.C(Cl)Cl>[Br:14][C:15]1[CH:22]=[CH:21][CH:20]=[CH:19][C:16]=1/[CH:9]=[CH:8]/[C@H:7]([C@@H:6]1[O:5][C:4](=[O:11])[C@H:3]([O:12][CH3:13])[C@@H:2]1[OH:1])[OH:10] |^1:36,55|. Procedure details: 400 mg of 31 (2.13 mmol), 1.56 g of 2-bromostyrene (8.5 mmol), 1 mL of THF, 16 mL of CH2Cl2 and 54 mg of 2nd generation Grubb's catalyst (C46H65Cl2N2PRu, MW 848.98, 0.06 mmol) are added to a 100 mL round-bottomed flask. The medium is stirred for 24 h at RT. The solvent is evaporated, the crude product (1.9 g) is chromatographed on a silica cartridge (90 g), eluting with a CH2Cl2/MeOH (95/5) mixture. 190 mg of expected product 45 are obtained. Reactants: BrC=1C=C(C=CC1N1CCN(CC1)C(C1=CC=CC=C1)C(N(CC)CC)=O)NC(C(CC)CC)=O (N-{3-bromo-4-[4-(diethylcarbamoyl-phenyl-methyl)-piperazin-1-yl]-phenyl}-2-ethyl-butyramide), C1(=CC=CC=C1)P(C1=CC=CC=C1)C1=CC=CC=C1 (triphenylphosphine), C(C)NCC (diethylamine), C[Si](C)(C)C#C (trimethylsilylacetylene). The reagents and catalysts are [Cu]I (CuI), Cl[Pd]([P](C1=CC=CC=C1)(C2=CC=CC=C2)C3=CC=CC=C3)([P](C4=CC=CC=C4)(C5=CC=CC=C5)C6=CC=CC=C6)Cl (dichlorobis(triphenylphosphine)palladium). Run in CN(C)C=O (DMF). Run at temperature 120 celsius. The product is C(C)N(C(=O)C(N1CCN(CC1)C1=C(C=C(C=C1)NC(C(CC)CC)=O)C#C[Si](C)(C)C)C1=CC=CC=C1)CC (N-{4-[4-(diethylcarbamoyl-phenyl-methyl)-piperazin-1-yl]-3-trimethylsilanylethynyl-phenyl}-2-ethylbutyramide). Yield: 15.6%. RXN SMILES: Br[C:2]1[CH:3]=[C:4]([NH:28][C:29](=[O:35])[CH:30]([CH2:33][CH3:34])[CH2:31][CH3:32])[CH:5]=[CH:6][C:7]=1[N:8]1[CH2:13][CH2:12][N:11]([CH:14]([C:21](=[O:27])[N:22]([CH2:25][CH3:26])[CH2:23][CH3:24])[C:15]2[CH:20]=[CH:19][CH:18]=[CH:17][CH:16]=2)[CH2:10][CH2:9]1.C1(P(C2C=CC=CC=2)C2C=CC=CC=2)C=CC=CC=1.C(NCC)C.[CH3:60][Si:61]([C:64]#[CH:65])([CH3:63])[CH3:62]>CN(C=O)C.[Cu]I.Cl[Pd](Cl)([P](C1C=CC=CC=1)(C1C=CC=CC=1)C1C=CC=CC=1)[P](C1C=CC=CC=1)(C1C=CC=CC=1)C1C=CC=CC=1>[CH2:23]([N:22]([CH2:25][CH3:26])[C:21]([CH:14]([C:15]1[CH:20]=[CH:19][CH:18]=[CH:17][CH:16]=1)[N:11]1[CH2:12][CH2:13][N:8]([C:7]2[CH:6]=[CH:5][C:4]([NH:28][C:29](=[O:35])[CH:30]([CH2:33][CH3:34])[CH2:31][CH3:32])=[CH:3][C:2]=2[C:65]#[C:64][Si:61]([CH3:63])([CH3:62])[CH3:60])[CH2:9][CH2:10]1)=[O:27])[CH3:24] |^1:75,94|. Procedure: To a solution of N-{3-bromo-4-[4-(diethylcarbamoyl-phenyl-methyl)-piperazin-1-yl]-phenyl}-2-ethyl-butyramide (66 mg, 0.12 mmol) in DMF (1.5 mL) was added CuI (1.3 mg, 0.01 mmol), triphenylphosphine (73 mg, 0.28 mmol), diethylamine (220 μL, 2.1 mmol), trimethylsilylacetylene (22 μL, 0.15 mmol) and dichlorobis(triphenylphosphine)palladium (II) (5.0 mg, 0.01 mmol). This solution was heated in a focused microwave reactor at 120° C. for 5 min, after which the solution was concentrated and purified by... Reactants: O=C(Cc1ccccc1)N1CCc2cc(Br)ccc21, Cn1cc(Br)c2c(N)ncnc21, C1COCCO1, CC(=O)[O-], CCOCC, [K+], [Na+], O=C([O-])O. Yields the product Cn1cc(-c2ccc3c(c2)CCN3C(=O)Cc2ccccc2)c2c(N)ncnc21. RXN SMILES: [Br:1][c:2]1[cH:3][c:4]2[c:8]([cH:9][cH:10]1)[N:7]([C:11]([CH2:12][c:13]1[cH:14][cH:15][cH:16][cH:17][cH:18]1)=[O:19])[CH2:6][CH2:5]2.[Br:25][c:26]1[cH:27][n:28]([CH3:36])[c:29]2[n:30][cH:31][n:32][c:33]([NH2:35])[c:34]12.[CH2:47]1[O:48][CH2:49][CH2:50][O:51][CH2:52]1.[CH3:21][C:22](=[O:23])[O-:24].[CH3:42][CH2:43][O:44][CH2:45][CH3:46].[K+:20].[Na+:41].[O-:37][C:38]([OH:39])=[O:40]>>[c:2]1(-[c:26]2[cH:27][n:28]([CH3:36])[c:29]3[n:30][cH:31][n:32][c:33]([NH2:35])[c:34]23)[cH:3][c:4]2[c:8]([cH:9][cH:10]1)[N:7]([C:11]([CH2:12][c:13]1[cH:14][cH:15][cH:16][cH:17][cH:18]1)=[O:19])[CH2:6][CH2:5]2. The reactants are BrB(Br)Br, COc1cc2c(cc1C(C)=O)C(C(C)C)=CC(C)(C)O2, ClCCl. The product is CC(=O)c1cc2c(cc1O)OC(C)(C)C=C2C(C)C. Reaction SMILES: [B:21]([Br:22])([Br:23])[Br:24].[CH:1]([CH3:2])([CH3:3])[C:4]1=[CH:5][C:6]([CH3:19])([CH3:20])[O:7][c:8]2[cH:9][c:10]([O:17][CH3:18])[c:11]([C:14]([CH3:15])=[O:16])[cH:12][c:13]21.[Cl:25][CH2:26][Cl:27]>>[CH:1]([CH3:2])([CH3:3])[C:4]1=[CH:5][C:6]([CH3:19])([CH3:20])[O:7][c:8]2[cH:9][c:10]([OH:17])[c:11]([C:14]([CH3:15])=[O:16])[cH:12][c:13]21.